This data is from the Open Reaction Database (ORD), a public repository of structured organic reaction records. The task is: describe an organic reaction: reactants, conditions, products, and yield As a reaction SMILES: [CH:1]([C:3]1[C:4]([O:14][CH2:15][C:16]2[CH:41]=[CH:40][C:19]([O:20][CH2:21][C:22]3[N:23]=[C:24]([C:28]4[CH:33]=[CH:32][C:31]([CH2:34][C:35]([O:37][CH2:38][CH3:39])=[O:36])=[CH:30][CH:29]=4)[O:25][C:26]=3[CH3:27])=[C:18]([O:42][CH3:43])[CH:17]=2)=[N:5][N:6]([C:8]2[CH:13]=[CH:12][CH:11]=[CH:10][CH:9]=2)[CH:7]=1)=O.Cl.[Cl-].[CH2:46]([N:48]1[CH:52]=[C:51]([CH2:53][P+](C2C=CC=CC=2)(C2C=CC=CC=2)C2C=CC=CC=2)[N:50]=[CH:49]1)[CH3:47].C(=O)([O-])[O-].[K+].[K+].CN(C)C=O>O>[CH2:46]([N:48]1[CH:52]=[C:51](/[CH:53]=[CH:1]/[C:3]2[C:4]([O:14][CH2:15][C:16]3[CH:41]=[CH:40][C:19]([O:20][CH2:21][C:22]4[N:23]=[C:24]([C:28]5[CH:29]=[CH:30][C:31]([CH2:34][C:35]([O:37][CH2:38][CH3:39])=[O:36])=[CH:32][CH:33]=5)[O:25][C:26]=4[CH3:27])=[C:18]([O:42][CH3:43])[CH:17]=3)=[N:5][N:6]([C:8]3[CH:13]=[CH:12][CH:11]=[CH:10][CH:9]=3)[CH:7]=2)[N:50]=[CH:49]1)[CH3:47] |f:1.2.3,4.5.6|. Reported procedure: A mixture of ethyl (4-{4-[(4-{[(4-formyl-1-phenyl-1H-pyrazol-3-yl)oxy]methyl}-2-methoxyphenoxy)methyl]-5-methyl-1,3-oxazol-2-yl}phenyl)acetate (3.00 g), [(1-ethyl-1H-imidazol-4-yl)methyl](triphenyl)phosphonium chloride hydrochloride (3.43 g), anhydrous potassium carbonate (1.07 g) and N,N-dimethylformamide (30 mL) was stirred at room temperature for 16 hrs. To the reaction mixture were added [(1-ethyl-1H-imidazol-4-yl)methyl](triphenyl)phosphonium chloride hydrochloride (1.14 g) and anhydrous po... Yields the product C(C)N1C=NC(=C1)/C=C/C=1C(=NN(C1)C1=CC=CC=C1)OCC1=CC(=C(OCC=2N=C(OC2C)C2=CC=C(C=C2)CC(=O)OCC)C=C1)OC (ethyl (4-{4-[(4-[({4-[(E)-2-(1-ethyl-1H-imidazol-4-yl)ethenyl]-1-phenyl-1H-pyrazol-3-yl}oxy)methyl]-2-methoxyphenoxy)methyl]-5-methyl-1,3-oxazol-2-yl}phenyl)acetate). Reactants: C(=O)C=1C(=NN(C1)C1=CC=CC=C1)OCC1=CC(=C(OCC=2N=C(OC2C)C2=CC=C(C=C2)CC(=O)OCC)C=C1)OC (ethyl (4-{4-[(4-{[(4-formyl-1-phenyl-1H-pyrazol-3-yl)oxy]methyl}-2-methoxyphenoxy)methyl]-5-methyl-1,3-oxazol-2-yl}phenyl)acetate), Cl.[Cl-].C(C)N1C=NC(=C1)C[P+](C1=CC=CC=C1)(C1=CC=CC=C1)C1=CC=CC=C1 ([(1-ethyl-1H-imidazol-4-yl)methyl](triphenyl)phosphonium chloride hydrochloride), C([O-])([O-])=O.[K+].[K+] (potassium carbonate), CN(C=O)C (N,N-dimethylformamide), Cl.[Cl-].C(C)N1C=NC(=C1)C[P+](C1=CC=CC=C1)(C1=CC=CC=C1)C1=CC=CC=C1 ([(1-ethyl-1H-imidazol-4-yl)methyl](triphenyl)phosphonium chloride hydrochloride), C([O-])([O-])=O.[K+].[K+] (potassium carbonate). Conditions: time 16 hour. The solvent is O (water). Starting materials: CC(C)(C)c1ccc(-c2cn[nH]c2)c([N+](=O)[O-])c1, CCO. Product: CC(C)(C)c1ccc(-c2cn[nH]c2)c(N)c1. As a reaction SMILES: [C:1]([CH3:2])([CH3:3])([CH3:4])[c:5]1[cH:6][c:7]([N+:16]([O-:17])=[O:18])[c:8](-[c:11]2[cH:12][n:13][nH:14][cH:15]2)[cH:9][cH:10]1.[CH3:19][CH2:20][OH:21]>>[C:1]([CH3:2])([CH3:3])([CH3:4])[c:5]1[cH:6][c:7]([NH2:16])[c:8](-[c:11]2[cH:12][n:13][nH:14][cH:15]2)[cH:9][cH:10]1. Reactants: NC1(CCCC1)C(=O)OCC1=CC=CC=C1 (1-amino-1-cyclopentanecarboxylic acid, benzyl ester), COC(=O)CC(C(=O)O)C (3-methoxycarbonyl-2-methylpropionic acid). Yields the product COC(=O)CC(C(=O)NC1(CCCC1)C(=O)OCC1=CC=CC=C1)C (1-[(3-Methoxycarbonyl-2-methylpropanoyl)amino]-1-cyclopentanecarboxylic acid, benzyl ester), off-white solid. Isolated yield 78.0%. RXN SMILES: [NH2:1][C:2]1([C:7]([O:9][CH2:10][C:11]2[CH:16]=[CH:15][CH:14]=[CH:13][CH:12]=2)=[O:8])[CH2:6][CH2:5][CH2:4][CH2:3]1.[CH3:17][O:18][C:19]([CH2:21][CH:22]([CH3:26])[C:23](O)=[O:24])=[O:20]>>[CH3:17][O:18][C:19]([CH2:21][CH:22]([CH3:26])[C:23]([NH:1][C:2]1([C:7]([O:9][CH2:10][C:11]2[CH:12]=[CH:13][CH:14]=[CH:15][CH:16]=2)=[O:8])[CH2:6][CH2:5][CH2:4][CH2:3]1)=[O:24])=[O:20]. Procedure: 1-[(3-Methoxycarbonyl-2-methylpropanoyl)amino]-1-cyclopentanecarboxylic acid, benzyl ester was prepared as described in Example 3 from 10.96 g (0.050 mol) of 1-amino-1-cyclopentanecarboxylic acid, benzyl ester and 7.31 g (0.050 mol) of 3-methoxycarbonyl-2-methylpropionic acid. Crude di-ester crystallized to give 13.57 g (78%) of an off-white solid, mp: 88°-93°. This was used without further purification. Starting materials: ICCCC (1-iodobutane), OC=1C=C2C=CC(=CC2=CC1)C(C(=O)O)C (racemic 6-hydroxy-α-methyl-2-naphthaleneacetic acid). Product: CC(C(=O)O)C1=CC2=CC=C(C=C2C=C1)OCCCC (α-Methyl-6-(butyloxy)-2-naphthaleneacetic acid). Reaction SMILES: I[CH2:2][CH2:3][CH2:4][CH3:5].[OH:6][C:7]1[CH:8]=[C:9]2[C:14](=[CH:15][CH:16]=1)[CH:13]=[C:12]([CH:17]([CH3:21])[C:18]([OH:20])=[O:19])[CH:11]=[CH:10]2>>[CH3:21][CH:17]([C:12]1[CH:11]=[CH:10][C:9]2[C:14](=[CH:15][CH:16]=[C:7]([O:6][CH2:2][CH2:3][CH2:4][CH3:5])[CH:8]=2)[CH:13]=1)[C:18]([OH:20])=[O:19]. Procedure: The title compound is prepared according to the method of Example 7 using 1-iodobutane and racemic 6-hydroxy-α-methyl-2-naphthaleneacetic acid. White crystals are obtained having a melting point of 125°-127° c.